From a dataset of the Open Reaction Database (ORD), a public repository of structured organic reaction records. describe an organic reaction: reactants, conditions, products, and yield The reactants are C(O)([O-])=O.[Na+] (sodium hydrogen carbonate), ClC1=NC=CC=N1 (2-chloropyrimidine), C(C)(=O)O (acetic acid), IC1=CC=C(N)C=C1 (4-iodoaniline). Solvent: O1CCOCC1 (dioxane). Run at time 13 hour. Product: IC1=CC=C(C=C1)NC1=NC=CC=N1 (N-(4-iodophenyl)pyrimidin-2-amine). Isolated yield 54.7%. RXN SMILES: Cl[C:2]1[N:7]=[CH:6][CH:5]=[CH:4][N:3]=1.C(O)(=O)C.[I:12][C:13]1[CH:19]=[CH:18][C:16]([NH2:17])=[CH:15][CH:14]=1.C(=O)([O-])O.[Na+]>O1CCOCC1>[I:12][C:13]1[CH:19]=[CH:18][C:16]([NH:17][C:2]2[N:7]=[CH:6][CH:5]=[CH:4][N:3]=2)=[CH:15][CH:14]=1 |f:3.4|. Procedure: Under an argon atmosphere, 2-chloropyrimidine (16.5 g) and acetic acid (11.7 ml) were added to a solution of 4-iodoaniline (30 g) in dioxane (500 ml), and the resulting mixture was stirred for 13 hours while heating the mixture to reflux. The reaction solution was cooled to room temperature and saturated aqueous sodium hydrogen carbonate solution was added thereto, followed by extracting the resulting mixture 4 times with ethyl acetate. Organic layers were washed 3 times with saturated brine and... Starting materials: CCOC(=O)c1ccc(CCl)cc1, CCO, S=C1NC(c2ccccc2)C(c2ccccc2)N1. Reaction SMILES: [CH2:19]([CH3:20])[O:21][C:22]([c:23]1[cH:24][cH:25][c:26]([CH2:29][Cl:30])[cH:27][cH:28]1)=[O:31].[CH3:32][CH2:33][OH:34].[c:1]1([CH:7]2[NH:8][C:9](=[S:18])[NH:10][CH:11]2[c:12]2[cH:13][cH:14][cH:15][cH:16][cH:17]2)[cH:2][cH:3][cH:4][cH:5][cH:6]1>>[ClH:30].[c:1]1([CH:7]2[NH:8][C:9]([S:18][CH2:29][c:26]3[cH:25][cH:24][c:23]([C:22]([O:21][CH2:19][CH3:20])=[O:31])[cH:28][cH:27]3)=[N:10][CH:11]2[c:12]2[cH:13][cH:14][cH:15][cH:16][cH:17]2)[cH:2][cH:3][cH:4][cH:5][cH:6]1. Product: Cl, CCOC(=O)c1ccc(CSC2=NC(c3ccccc3)C(c3ccccc3)N2)cc1. Starting materials: [H][H] (hydrogen), O1C(CCC2=C1C=CC=C2)CN(CCCNC2=NC=CC=N2)CC2=CC=CC=C2 (N-(3,4-dihydro-2H-1-benzopyran-2-yl)methyl-N-phenylmethyl-N'-(2-pyrimidinyl)-1,3-propanediamine), CO (methanol), Cl (HCl). The reagents and catalysts are [Pd] (palladium-on-charcoal). Solvent: CC(C)O (2-propanol). Product: Cl.Cl.O1C(CCC2=C1C=CC=C2)CNCCCNC=2NCCCN2 ((±)-N-[(3,4-dihydro-2H-1-benzopyran-2-yl)methyl]-N'-(1,4,5,6-tetrahydro-2-pyrimidinyl)-1,3-propanediamine dihydrochloride). The yield is 38.0%. Reaction SMILES: [O:1]1[C:6]2[CH:7]=[CH:8][CH:9]=[CH:10][C:5]=2[CH2:4][CH2:3][CH:2]1[CH2:11][N:12](CC1C=CC=CC=1)[CH2:13][CH2:14][CH2:15][NH:16][C:17]1[N:22]=[CH:21][CH:20]=[CH:19][N:18]=1.CO.[ClH:32].[H][H]>[Pd].CC(O)C>[ClH:32].[ClH:32].[O:1]1[C:6]2[CH:7]=[CH:8][CH:9]=[CH:10][C:5]=2[CH2:4][CH2:3][CH:2]1[CH2:11][NH:12][CH2:13][CH2:14][CH2:15][NH:16][C:17]1[NH:22][CH2:21][CH2:20][CH2:19][N:18]=1 |f:6.7.8|. Reported procedure: A mixture of 7.8 g of N-(3,4-dihydro-2H-1-benzopyran-2-yl)methyl-N-phenylmethyl-N'-(2-pyrimidinyl)-1,3-propanediamine, 200 ml methanol and 10 ml of 2-propanol saturated with HCl was hydrogenated in the presence of 2 g of palladium-on-charcoal catalyst (5%). After the calculated amount of hydrogen was taken up, the catalyst was filtered off and the filtrate was evaporated. The residue was converted into the dihydrochloride salt in 2-propanol by adding 2-propanol saturated with hydrochloric acid. ... Reactants: ClCCCC1=NOC2=C1C=CC(=C2)F (3-(3-chloropropyl)-6-fluoro-1,2-benzisoxazole), Cl.Cl.COC1=CC=C(C=C1)N1CCNCC1 (4-(4-methoxyphenyl)piperazine dihydrochloride), C([O-])([O-])=O.[K+].[K+] (potassium carbonate). Reagents/catalysts: [I-].[K+] (potassium iodide). The solvent is CN(C=O)C (dimethylformamide). Reaction conditions: temperature 90 celsius, time 2 hour. The product is C(C(=O)O)(=O)O.FC1=CC2=C(C(=NO2)CCCN2CCN(CC2)C2=CC=C(C=C2)OC)C=C1 (1-[3-(6-Fluoro-1,2-benzisoxazol-3-yl)propyl]-4-(4-methoxyphenyl)-piperazine oxalate). Yield: 86.6%. As a reaction SMILES: Cl[CH2:2][CH2:3][CH2:4][C:5]1[C:9]2[CH:10]=[CH:11][C:12]([F:14])=[CH:13][C:8]=2[O:7][N:6]=1.Cl.Cl.[CH3:17][O:18][C:19]1[CH:24]=[CH:23][C:22]([N:25]2[CH2:30][CH2:29][NH:28][CH2:27][CH2:26]2)=[CH:21][CH:20]=1.[C:31](=[O:34])([O-:33])[O-].[K+].[K+]>[I-].[K+].CN(C)C=O>[C:8]([OH:7])(=[O:18])[C:31]([OH:33])=[O:34].[F:14][C:12]1[CH:11]=[CH:10][C:9]2[C:5]([CH2:4][CH2:3][CH2:2][N:28]3[CH2:27][CH2:26][N:25]([C:22]4[CH:21]=[CH:20][C:19]([O:18][CH3:17])=[CH:24][CH:23]=4)[CH2:30][CH2:29]3)=[N:6][O:7][C:8]=2[CH:13]=1 |f:1.2.3,4.5.6,7.8,10.11|. Procedure details: To 40 ml of dimethylformamide was added 4.3 g 3-(3-chloropropyl)-6-fluoro-1,2-benzisoxazole, 4.0 g of 4-(4-methoxyphenyl)piperazine dihydrochloride, 10.0 g of milled potassium carbonate, and 0.01 g potassium iodide. The mixture was stirred at 90° C. for two hrs, cooled, filtered, and the filtrate evaporated to an oil. The oil was stirred with 100 ml of water and extracted with ether. The ether extract was washed with water (2×), saturated sodium chloride solution and dried over anhydrous magnesi... The reactants are COC=1C(=C2C=NNC(C2=CC1)=O)CC1=CC=NC=C1 (6-methoxy-5-pyridin-4-ylmethyl-2H-phthalazin-1-one), O=P(Cl)(Cl)Cl (POCl3). The solvent is CC(=O)C (acetone). Reaction conditions: temperature 85 celsius. Product: ClC1=NN=CC2=C(C(=CC=C12)OC)CC1=CC=NC=C1 (1-Chloro-6-methoxy-5-pyridin-4-ylmethyl-phthalazine). Yield: 62.0%. As a reaction SMILES: [CH3:1][O:2][C:3]1[C:4]([CH2:14][C:15]2[CH:20]=[CH:19][N:18]=[CH:17][CH:16]=2)=[C:5]2[C:10](=[CH:11][CH:12]=1)[C:9](=O)[NH:8][N:7]=[CH:6]2.O=P(Cl)(Cl)[Cl:23]>CC(C)=O>[Cl:23][C:9]1[C:10]2[C:5](=[C:4]([CH2:14][C:15]3[CH:20]=[CH:19][N:18]=[CH:17][CH:16]=3)[C:3]([O:2][CH3:1])=[CH:12][CH:11]=2)[CH:6]=[N:7][N:8]=1. Procedure details: A suspension under N2 of 6-methoxy-5-pyridin-4-ylmethyl-2H-phthalazin-1-one (2.26 g,), prepared as described in example 141, in POCl3 (40 ml) was heated for 3 hours at 85° C., then dried. The residue was taken up in a saturated NaHCO3 solution up to alkalinity, then filtered and extracted with ethyl acetate. The solid was dissolved in a CH2Cl2/CH3OH/ethyl acetate mixture, dried over Na2SO4 and filtered. The solution was joined to the previous organic phase and dried to give a residue which was t... Reactants: CC(=O)OC1OC(COC(=O)c2ccccc2)C(OC(=O)c2ccccc2)C1OC(=O)c1ccccc1, C[Si](C)(C)C#N, O=C([O-])O, ClC(Cl)Cl, [Cl-], ClCCCl, [Na+]. Product: N#CC1OC(COC(=O)c2ccccc2)C(OC(=O)c2ccccc2)C1OC(=O)c1ccccc1. As a reaction SMILES: [C:1]([O:2][CH:5]1[CH:6]([O:7][C:8]([c:9]2[cH:10][cH:11][cH:12][cH:13][cH:14]2)=[O:15])[CH:16]([O:17][C:18]([c:19]2[cH:20][cH:21][cH:22][cH:23][cH:24]2)=[O:25])[CH:26]([CH2:28][O:29][C:30]([c:31]2[cH:32][cH:33][cH:34][cH:35][cH:36]2)=[O:37])[O:27]1)(=[O:3])[CH3:4].[C:38](#[N:39])[Si:40]([CH3:41])([CH3:42])[CH3:43].[C:45](=[O:46])([O-:47])[OH:48].[CH:50]([Cl:51])([Cl:52])[Cl:53].[Cl-:44].[Cl:54][CH2:55][CH2:56][Cl:57].[Na+:49]>>[CH:5]1([C:38]#[N:39])[CH:6]([O:7][C:8]([c:9]2[cH:10][cH:11][cH:12][cH:13][cH:14]2)=[O:15])[CH:16]([O:17][C:18]([c:19]2[cH:20][cH:21][cH:22][cH:23][cH:24]2)=[O:25])[CH:26]([CH2:28][O:29][C:30]([c:31]2[cH:32][cH:33][cH:34][cH:35][cH:36]2)=[O:37])[O:27]1. Starting materials: Brc1ccc(Br)nc1, CCOC(C)=O, CN1CCCC1=O, N#C[Cu], [Na+], [OH-]. Product: N#Cc1ccc(Br)cn1. RXN SMILES: [Br:1][c:2]1[n:3][cH:4][c:5]([Br:8])[cH:6][cH:7]1.[CH3:14][CH2:15][O:16][C:17](=[O:18])[CH3:19].[CH3:20][N:21]1[CH2:22][CH2:23][CH2:24][C:25]1=[O:26].[Cu:9][C:10]#[N:11].[Na+:13].[OH-:12]>>[c:2]1([C:10]#[N:11])[n:3][cH:4][c:5]([Br:8])[cH:6][cH:7]1.